From a dataset of the Open Reaction Database (ORD), a public repository of structured organic reaction records. describe an organic reaction: reactants, conditions, products, and yield Starting materials: CC=1OC(C(N1)=CC1=CC=C(C=C1)OC(C)=O)=O (2-methyl-4-(p-acetoxy-benzylidene)-5(4H)-oxazolone), CC(=O)C (acetone). Solvent: O (water). Product: C(C)(=O)OC1=CC=C(C=C(C(=O)O)NC(C)=O)C=C1 (p-Acetoxy-α-acetylaminocinnamic acid). RXN SMILES: [CH3:1][C:2]1[O:3][C:4](=[O:18])[C:5](=[CH:7][C:8]2[CH:13]=[CH:12][C:11]([O:14][C:15](=[O:17])[CH3:16])=[CH:10][CH:9]=2)[N:6]=1.CC(C)=[O:21]>O>[C:15]([O:14][C:11]1[CH:12]=[CH:13][C:8]([CH:7]=[C:5]([NH:6][C:2](=[O:21])[CH3:1])[C:4]([OH:3])=[O:18])=[CH:9][CH:10]=1)(=[O:17])[CH3:16]. Procedure details: 75.8 g (0.3 mol) of 2-methyl-4-(p-acetoxy-benzylidene)-5(4H)-oxazolone are dissolved in a mixture of 725 ml of acetone and 281 ml of water and thereafter the solution is heated to the boil, under a reflux condenser, for 15 hours. Hereupon, a yellowish precipitate separates out. The reaction mixture is cooled and then filtered. The resulting crystals are recrystallised from acetone-water. p-Acetoxy-α-acetylaminocinnamic acid of melting point 236°-237° C. is obtained. Reaction SMILES: [OH-].[Na+].[OH:3][C:4]1[C:9]2[CH:10]=[CH:11][C:12]3[C:17]([C:8]=2[S:7](=[O:19])(=[O:18])[NH:6][C:5]=1[C:20]([NH:22][C:23]1[S:24][CH:25]=[CH:26][N:27]=1)=[O:21])=[CH:16][CH:15]=[CH:14][CH:13]=3.[CH3:28]I>CO>[OH:3][C:4]1[C:9]2[CH:10]=[CH:11][C:12]3[C:17]([C:8]=2[S:7](=[O:19])(=[O:18])[N:6]([CH3:28])[C:5]=1[C:20]([NH:22][C:23]1[S:24][CH:25]=[CH:26][N:27]=1)=[O:21])=[CH:16][CH:15]=[CH:14][CH:13]=3 |f:0.1|. The solvent is CO (methanol). Procedure details: 3.15 ml of 1 N sodium hydroxide (3.15 millimols) were added dropwise to a suspension of 1.12 gm (3 millimols) of 4-hydroxy-N-(2-thiazolyl) 2H-naphtho[2,1-e]-1,2-thiazine-3-carboxamide-1,1-dioxide in 50 ml of methanol and 1.7 gm (12 millimols) of methyl iodide, whereby a reddish solution was formed. The solution was stirred at room temperature for 72 hours and was then evaporated to dryness in vacuo. The residue was triturated with water, filterd off and recrystallized from ethylene chloride, yie... Yields the product OC1=C(N(S(C2=C1C=CC1=CC=CC=C12)(=O)=O)C)C(=O)NC=1SC=CN1 (4-hydroxy-2-methyl-N-(2-thiazolyl)-2H-naphtho[2,1-e]-1,2-thiazine-3-carboxamide-1,1-dioxide). The yield is 40.4%. Reactants: [OH-].[Na+] (sodium hydroxide), OC1=C(NS(C2=C1C=CC1=CC=CC=C12)(=O)=O)C(=O)NC=1SC=CN1 (4-hydroxy-N-(2-thiazolyl) 2H-naphtho[2,1-e]-1,2-thiazine-3-carboxamide-1,1-dioxide), CI (methyl iodide). Reaction conditions: time 72 hour. Starting materials: C1(=CC=CC=C1)NS(=O)(=O)C=C (phenyl(vinylsulfonyl)amine), CCN(C(C)C)C(C)C (DIEA), CC=1SC2=C(N1)C=C(C=C2)OC[C@@H](CN2CCNCC2)O ((2R)-1-(2-methylbenzothiazol-5-yloxy)-3-piperazin-1-ylpropan-2-ol). Solvent: CCO (EtOH). Run at temperature 85 celsius. Product: O[C@H](CN1CCN(CC1)CCS(=O)(=O)NC1=CC=CC=C1)COC=1C=CC2=C(N=C(S2)C)C1 ([(2-{4-[(2R)-2-hydroxy-3-(2-methylbenzothiazol-5-yloxy)propyl]piperazinyl}ethyl)sulfonyl]phenylamine). RXN SMILES: [C:1]1([NH:7][S:8]([CH:11]=[CH2:12])(=[O:10])=[O:9])[CH:6]=[CH:5][CH:4]=[CH:3][CH:2]=1.CCN(C(C)C)C(C)C.[CH3:22][C:23]1[S:24][C:25]2[CH:31]=[CH:30][C:29]([O:32][CH2:33][C@H:34]([OH:42])[CH2:35][N:36]3[CH2:41][CH2:40][NH:39][CH2:38][CH2:37]3)=[CH:28][C:26]=2[N:27]=1>CCO>[OH:42][C@@H:34]([CH2:33][O:32][C:29]1[CH:30]=[CH:31][C:25]2[S:24][C:23]([CH3:22])=[N:27][C:26]=2[CH:28]=1)[CH2:35][N:36]1[CH2:37][CH2:38][N:39]([CH2:12][CH2:11][S:8]([NH:7][C:1]2[CH:2]=[CH:3][CH:4]=[CH:5][CH:6]=2)(=[O:10])=[O:9])[CH2:40][CH2:41]1. Reported procedure: To a solution of phenyl(vinylsulfonyl)amine (141 mg, 0.77 mmol) and DIEA (0.47 mL, 4.9 mmol) in EtOH (7.5 mL) was added (2R)-1-(2-methylbenzothiazol-5-yloxy)-3-piperazin-1-ylpropan-2-ol (470 mg, 1.5 mmol, crude). The solution was heated for 2 hours at 85° C. on a J-Kem™ block. Upon cooling, the reaction mixture was concentrated to an oil and purified via flash column chromatography (4:1 EtOAc/MeOH) to afford [(2-{4-[(2R)-2-hydroxy-3-(2-methylbenzothiazol-5-yloxy)propyl]piperazinyl}ethyl)sulfonyl... Reactants: O1C2CCC1C(=O)OC2=O (Tetrahydrofuran-2,5-dicarboxylic anhydride), NCCCCN1CCN(CC1)C1=NC(=CN=C1)Cl (1-(4-aminobutyl)-4-(6-chloro-2-pyrazinyl)piperazine). Run in C(Cl)Cl (methylene chloride). Reaction conditions: time 30 minute. Product: ClC1=CN=CC(=N1)N1CCN(CC1)CCCCN1C(C2CCC(C1=O)O2)=O (3-[4-[4-(6-Chloro-2-pyrazinyl)-1-piperazinyl]butyl]-8-oxa-3-azabicyclo[3.2.1]octane-2,4-dione). RXN SMILES: [O:1]1[CH:5]2[C:6]([O:8][C:9](=[O:10])[CH:2]1[CH2:3][CH2:4]2)=O.[NH2:11][CH2:12][CH2:13][CH2:14][CH2:15][N:16]1[CH2:21][CH2:20][N:19]([C:22]2[CH:27]=[N:26][CH:25]=[C:24]([Cl:28])[N:23]=2)[CH2:18][CH2:17]1>C(Cl)Cl>[Cl:28][C:24]1[N:23]=[C:22]([N:19]2[CH2:18][CH2:17][N:16]([CH2:15][CH2:14][CH2:13][CH2:12][N:11]3[C:6](=[O:8])[CH:5]4[O:1][CH:2]([CH2:3][CH2:4]4)[C:9]3=[O:10])[CH2:21][CH2:20]2)[CH:27]=[N:26][CH:25]=1. Reported procedure: Tetrahydrofuran-2,5-dicarboxylic anhydride (1.26 g., 8.8 mmole) and 1-(4-aminobutyl)-4-(6-chloro-2-pyrazinyl)piperazine (2.37 g., 8.8 mmole) were combined and stirred for 30 minutes in 200 ml. of methylene chloride. The solvent was removed in vacuum and replaced with 300 ml. of xylene. The mixture as refluxed for 48 hours with water removal via a Dean-Stark trap. After cooling, the mixture was filtered through 75 g. of silica gel and the column rinsed with 5% ethanol/chloroform. The product was ... Reagents/catalysts: [Pd] (palladium on carbon). Product: NC(C(=O)NC[C@@H]1[C@H](SC2=C(N3C(C(C3C2C)C(C)O)=O)C(=O)O)CCO1)C(CC)C (1-[(2-Amino-3-methyl-1-oxopentyl)amino]-2,5-anhydro-3-S-[2-carboxy-6-(1-hydroxyethyl)-4-methyl-7-oxo-1-azabicyclo[3.2.0]hept-2-en-3-yl]-1,4-dideoxy-3-thio-D-threo-pentitol). Procedure: The title compound is prepared by the procedure of Example 257 using 0.342 g of product from Example 192 in 10 ml of pH 7 0.1M sodium dihydrogen phosphate buffer, 0.407 g of product from Example 299 in 7 ml of dioxane to give after chromatography (Reverse Phase plates: 25% acetonitrile/water) an oil. The oil is mixed with 0.10 g of 10% palladium on carbon, 10 ml of pH 7 0.1M sodium dihydrogen phosphate buffer and 5 ml of dioxane. The solution is reduced in a Parr apparatus at 47 psi of hydrogen ... RXN SMILES: [NH2:1][CH2:2][C@H:3]1[O:23][CH2:22][CH2:21][C@H:4]1[S:5][C:6]1[CH:12]([CH3:13])[CH:11]2[N:8]([C:9](=[O:17])[CH:10]2[CH:14]([OH:16])[CH3:15])[C:7]=1[C:18]([OH:20])=[O:19].P([O-])(O)(O)=O.[Na+].[C:30](#[N:32])[CH3:31].[OH2:33].[H][H]>O1CCOCC1.[Pd]>[NH2:32][CH:30]([CH:3]([CH3:2])[CH2:4][CH3:21])[C:31]([NH:1][CH2:2][C@H:3]1[O:23][CH2:22][CH2:21][C@H:4]1[S:5][C:6]1[CH:12]([CH3:13])[CH:11]2[N:8]([C:9](=[O:17])[CH:10]2[CH:14]([OH:16])[CH3:15])[C:7]=1[C:18]([OH:20])=[O:19])=[O:33] |f:1.2,3.4|. Run in O1CCOCC1 (dioxane), O1CCOCC1 (dioxane). The reactants are [H][H] (hydrogen), C(C)#N.O (acetonitrile water), P(=O)(O)(O)[O-].[Na+] (sodium dihydrogen phosphate), NC[C@@H]1[C@H](SC2=C(N3C(C(C3C2C)C(C)O)=O)C(=O)O)CCO1 (1-Amino-2,5-anhydro-3-S-[2-carboxy-6-(1-hydroxyethyl)-4-methyl-7-oxo-1-azabicyclo[3.2.0]hept-2-en-3-yl]-1,4-dideoxy-3-thio-D-threo-pentitol), P(=O)(O)(O)[O-].[Na+] (sodium dihydrogen phosphate), product.